From a dataset of the Open Reaction Database (ORD), a public repository of structured organic reaction records. describe an organic reaction: reactants, conditions, products, and yield The solvent is O (water). Conditions: temperature 65 celsius, time 8 hour. Reactants: CN(NC1=C(C(=C(C=C1[N+](=O)[O-])C(F)(F)F)Cl)[N+](=O)[O-])C (N-dimethylamino-3-chloro-2,6-dinitro-4-trifluoromethylaniline), N (ammonia), C(C)O (ethanol). Product: CN(C)NC=1C(=C(C(=CC1[N+](=O)[O-])C(F)(F)F)N)[N+](=O)[O-] (dimethylamino-2,4-dinitro-6-trifluoromethyl-1,3-phenylenediamine). Reported procedure: A 50 ml. Pyrex ampule was charged with N-dimethylamino-3-chloro-2,6-dinitro-4-trifluoromethylaniline (5.0 g.; 0.015 mole), ethanolic ammonia (8.54 g. of 6.06% w/w solution; 0.03 mole) and enough absolute ethanol to bring the liquid level to within one inch of the neck. The ampule was chilled in a bath of dry iceacetone, sealed, heated with hot water (65° - 75° C.) until the starting material was in solution, and then placed in an oven at 65° C. After heating at 65° C. for 72 hours, the ampule wa... Reaction SMILES: [CH3:1][N:2]([CH3:21])[NH:3][C:4]1[C:9]([N+:10]([O-:12])=[O:11])=[CH:8][C:7]([C:13]([F:16])([F:15])[F:14])=[C:6](Cl)[C:5]=1[N+:18]([O-:20])=[O:19].[NH3:22].C(O)C>O>[CH3:1][N:2]([NH:3][C:4]1[C:5]([N+:18]([O-:20])=[O:19])=[C:6]([NH2:22])[C:7]([C:13]([F:16])([F:15])[F:14])=[CH:8][C:9]=1[N+:10]([O-:12])=[O:11])[CH3:21]. Starting materials: ice water, [H-].[Na+] (NaH), BrC=1C=C(CBr)C=CC1 (3-bromobenzyl bromide), NC=1N=CC2=C(N1)NC(C(=C2)C2=C(C=CC=C2Cl)Cl)=O (2-amino-6-(2,6-dichlorophenyl)-pyrido[2,3-d]pyrimidin-7(8H)-one). Solvent: CN(C=O)C (dimethylformamide). Reaction conditions: temperature 50 celsius, time 10 minute. Product: NC=1N=CC2=C(N1)N(C(C(=C2)C2=C(C=CC=C2Cl)Cl)=O)CC2=CC(=CC=C2)Br (2-amino-8-(3-bromobenzyl)-6-(2,6-dichlorophenyl)-8H-pyrido[2,3-d]pyrimidin-7-one). The yield is 57.5%. As a reaction SMILES: [H-].[Na+].[NH2:3][C:4]1[N:5]=[CH:6][C:7]2[CH:13]=[C:12]([C:14]3[C:19]([Cl:20])=[CH:18][CH:17]=[CH:16][C:15]=3[Cl:21])[C:11](=[O:22])[NH:10][C:8]=2[N:9]=1.[Br:23][C:24]1[CH:25]=[C:26]([CH:29]=[CH:30][CH:31]=1)[CH2:27]Br>CN(C)C=O>[NH2:3][C:4]1[N:5]=[CH:6][C:7]2[CH:13]=[C:12]([C:14]3[C:15]([Cl:21])=[CH:16][CH:17]=[CH:18][C:19]=3[Cl:20])[C:11](=[O:22])[N:10]([CH2:27][C:26]3[CH:29]=[CH:30][CH:31]=[C:24]([Br:23])[CH:25]=3)[C:8]=2[N:9]=1 |f:0.1|. Procedure: To a suspension of NaH (60% in mineral oil, 38 mg) in 8 mL of dimethylformamide was added 2-amino-6-(2,6-dichlorophenyl)-pyrido[2,3-d]pyrimidin-7(8H)-one (200 mg, 0.65 mmol). The mixture was heated at 50° C. for 20 minutes resulting in a clear solution. The heating mantle was removed, and 3-bromobenzyl bromide (240 μL, 0.96 mmol) was added. After 10 minutes, the reaction mixture was poured onto 30 mL of ice water. The resulting precipitate was removed by filtration and washed with water. The sol... Reactants: CN(C)C=O, N#Cc1cc([N+](=O)[O-])ccc1Cl, [H-], [Na+], O, Oc1ccccc1. Yields the product N#Cc1cc([N+](=O)[O-])ccc1Oc1ccccc1. As a reaction SMILES: [CH3:1][N:2]([CH3:3])[CH:4]=[O:5].[Cl:6][c:7]1[c:8]([C:9]#[N:10])[cH:11][c:12]([N+:15](=[O:16])[O-:17])[cH:13][cH:14]1.[H-:25].[Na+:26].[OH2:27].[OH:18][c:19]1[cH:20][cH:21][cH:22][cH:23][cH:24]1>>[c:7]1([O:18][c:19]2[cH:20][cH:21][cH:22][cH:23][cH:24]2)[c:8]([C:9]#[N:10])[cH:11][c:12]([N+:15](=[O:16])[O-:17])[cH:13][cH:14]1. Starting materials: COCOC1=C(C=O)C(=C(C(=C1)OC)OC)OC (2-methoxymethyloxy-4,5,6-trimethoxybenzaldehyde), ClC1=CC(=CC=C1)C(=O)OO (m-chloroperbenzoic acid), S(=S)(=O)([O-])[O-].[Na+].[Na+] (sodium thiosulfate). Run in ClCCl (dichloromethane). Yields the product COCOC1=C(C(=C(C(=C1)OC)OC)OC)O (2-Methoxymethyloxy-4,5,6-trimethoxyphenol). Reaction SMILES: [CH3:1][O:2][CH2:3][O:4][C:5]1[CH:12]=[C:11]([O:13][CH3:14])[C:10]([O:15][CH3:16])=[C:9]([O:17][CH3:18])[C:6]=1C=O.ClC1C=CC=C(C(OO)=[O:27])C=1.S([O-])([O-])(=O)=S.[Na+].[Na+]>ClCCl>[CH3:1][O:2][CH2:3][O:4][C:5]1[CH:12]=[C:11]([O:13][CH3:14])[C:10]([O:15][CH3:16])=[C:9]([O:17][CH3:18])[C:6]=1[OH:27] |f:2.3.4|. Reported procedure: 12.8 g of 2-methoxymethyloxy-4,5,6-trimethoxybenzaldehyde prepared in Referential Example 11 was dissolved in 100 ml of dichloromethane, and 8.7 g of m-chloroperbenzoic acid was added thereto at room temperature while stirring. The mixture was refluxed for 30 min and cooled with ice, and 100 ml of a saturated aqueous sodium thiosulfate solution was added thereto. The precipitated crystals were separated by filtration. The mother liquor was washed with a saturated aqueous sodium hydrogen-carbonat... Reactants: C(C)(C)(C)OC(=O)N1CCC(CC1)CCC(=O)N1C[C@@H](CCC1)C(=O)OCC ((R)-ethyl 1-[3-(1-tert-butoxycarbonyl-4-piperidyl)propionyl]-3-piperidinecarboxylate), O1CCCC1 (tetrahydrofuran), OS(=O)(=O)[O-].[K+] (KHSO4), [OH-].[Li+] (lithium hydroxide). Run in CO (methanol), O (water). Run at temperature 0 celsius. Yields the product C(C)(C)(C)OC(=O)N1CCC(CC1)CCC(=O)N1C[C@@H](CCC1)C(=O)O ((R)-1-[3-(1-tert-butoxycarbonyl-4-piperidyl)propionyl]-3-piperidinecarboxylic acid). Yield: 90.1%. Reaction SMILES: [C:1]([O:5][C:6]([N:8]1[CH2:13][CH2:12][CH:11]([CH2:14][CH2:15][C:16]([N:18]2[CH2:23][CH2:22][CH2:21][C@@H:20]([C:24]([O:26]CC)=[O:25])[CH2:19]2)=[O:17])[CH2:10][CH2:9]1)=[O:7])([CH3:4])([CH3:3])[CH3:2].O1CCCC1.[OH-].[Li+].OS([O-])(=O)=O.[K+]>CO.O>[C:1]([O:5][C:6]([N:8]1[CH2:9][CH2:10][CH:11]([CH2:14][CH2:15][C:16]([N:18]2[CH2:23][CH2:22][CH2:21][C@@H:20]([C:24]([OH:26])=[O:25])[CH2:19]2)=[O:17])[CH2:12][CH2:13]1)=[O:7])([CH3:4])([CH3:2])[CH3:3] |f:2.3,4.5|. Procedure: A solution of (R)-ethyl 1-[3-(1-tert-butoxycarbonyl-4-piperidyl)propionyl]-3-piperidinecarboxylate (3.99 g) in a mixture of methanol (10 ml), tetrahydrofuran (10 ml) and water (10 ml) was added lithium hydroxide (1.27 g) under stirring at 0° C. After stirring at ambient temperature for 1 hour, the mixture was acidified with 5% KHSO4 aqueous solution and extracted with ethyl acetate. The extract was washed with water, brine and dried over MgSO4, and evaporated in vacuo to give (R)-1-[3-(1-tert-bu... The reactants are Cc1cc(C)c(C(=O)O)c(C)c1, CNOC. The product is CON(C)C(=O)c1c(C)cc(C)cc1C. The solvent is CN(C)C=O (DMF), CN(C)C=O (DMF), CN(C)C=O (DMF), CN(C)C=O (DMF), CN(C)C=O (DMF), CN(C)C=O (DMF). The reagents and catalysts are CCOC(=O)C(=NO[P+](N1CCCC1)(N2CCCC2)N3CCCC3)C#N.F[P-](F)(F)(F)(F)F (PyOxim), CCN(C(C)C)C(C)C (DIPEA). Reaction SMILES: CNOC.Cc1cc(C)c(C(=O)O)c(C)c1.CCOC(=O)C(=NO[P+](N1CCCC1)(N2CCCC2)N3CCCC3)C#N.F[P-](F)(F)(F)(F)F.CCN(C(C)C)C(C)C.CN(C)C=O>>CON(C)C(=O)c1c(C)cc(C)cc1C. Isolated yield 9.4%. Run at temperature 25 celsius, time 2 hour. Procedure details: 12.5 g of t-butyl [2-(4-chloro-3-methylpyridine-2-carboxamido)ethyl]carbamate were reacted with trifluoroacetic acid in an analogous manner to that described in Example 2, paragraph 2. The residue was converted into the hydrochloride which was recrystallized from ethanol/ether, whereby there was obtained N-(2-aminoethyl)-4-chloro-3-methylpyridine-2-carboxamide hydrochloride as white crystals, m.p. 180°-181°. The product is Cl.NCCNC(=O)C1=NC=CC(=C1C)Cl (N-(2-aminoethyl)-4-chloro-3-methylpyridine-2-carboxamide hydrochloride). Reactants: ClC1=C(C(=NC=C1)C(=O)NCCNC(OC(C)(C)C)=O)C (t-butyl [2-(4-chloro-3-methylpyridine-2-carboxamido)ethyl]carbamate), FC(C(=O)O)(F)F (trifluoroacetic acid), ClC1=C(C(=NC=C1)C(=O)NCCNC(OC(C)(C)C)=O)C (t-butyl [2-(4-chloro-3-methylpyridine-2-carboxamido)ethyl]carbamate). RXN SMILES: [Cl:1][C:2]1[CH:7]=[CH:6][N:5]=[C:4]([C:8]([NH:10][CH2:11][CH2:12][NH:13]C(=O)OC(C)(C)C)=[O:9])[C:3]=1[CH3:21].FC(F)(F)C(O)=O>>[ClH:1].[NH2:13][CH2:12][CH2:11][NH:10][C:8]([C:4]1[C:3]([CH3:21])=[C:2]([Cl:1])[CH:7]=[CH:6][N:5]=1)=[O:9] |f:2.3|. Starting materials: CO, [Na+], [OH-], COC(=O)c1sc(OCc2ccc3ccccc3n2)cc1S(=O)(=O)NC(F)(F)F. The product is O=C(O)c1sc(OCc2ccc3ccccc3n2)cc1S(=O)(=O)NC(F)(F)F. As a reaction SMILES: [CH3:30][OH:31].[Na+:33].[OH-:32].[n:1]1[c:2]([CH2:11][O:12][c:13]2[cH:14][c:15]([S:22]([NH:23][C:24]([F:25])([F:26])[F:27])(=[O:28])=[O:29])[c:16]([C:18](=[O:19])[O:20][CH3:21])[s:17]2)[cH:3][cH:4][c:5]2[cH:6][cH:7][cH:8][cH:9][c:10]12>>[n:1]1[c:2]([CH2:11][O:12][c:13]2[cH:14][c:15]([S:22]([NH:23][C:24]([F:25])([F:26])[F:27])(=[O:28])=[O:29])[c:16]([C:18](=[O:19])[OH:20])[s:17]2)[cH:3][cH:4][c:5]2[cH:6][cH:7][cH:8][cH:9][c:10]12. Starting materials: FC=1C(=NC=C(C1)F)C(=O)O (3,5-difluoropicolinic acid), C[C@@H]1CNC[C@@H](O1)C (cis-2,6-dimethylmorpholine), CCN(C(C)C)C(C)C (DIEA). Run in C1CCOC1 (THF), CCOC(=O)C (EtOAc). The product is C[C@H]1O[C@H](CN(C1)C=1C(=NC=C(C1)F)C(=O)O)C (3-((2R,6S)-2,6-dimethylmorpholino)-5-fluoropicolinic acid). The yield is 102.2%. RXN SMILES: F[C:2]1[C:3]([C:9]([OH:11])=[O:10])=[N:4][CH:5]=[C:6]([F:8])[CH:7]=1.[CH3:12][C@H:13]1[O:18][C@@H:17]([CH3:19])[CH2:16][NH:15][CH2:14]1.CCN(C(C)C)C(C)C>C1COCC1.CCOC(C)=O>[CH3:19][C@@H:17]1[CH2:16][N:15]([C:2]2[C:3]([C:9]([OH:11])=[O:10])=[N:4][CH:5]=[C:6]([F:8])[CH:7]=2)[CH2:14][C@H:13]([CH3:12])[O:18]1. Procedure: A solution of 3,5-difluoropicolinic acid (20.5 g, 128.86 mmol), cis-2,6-dimethylmorpholine (63.5 ml, 515.43 mmol) and DIEA (45.0 ml, 257.72 mmol) in THF (200 ml) was stirred at room temperature for 3 days. The mixture was diluted with EtOAc and extracted 3 times with aqueous Na2CO3. The aqueous layer was acidified with 1N HCl to bring pH to about 3 and was then saturated with NaCl before being extracted 10 times with EtOAc. The EtOAc layers were dried (MgSO4) and solvent was removed to give 33.5...